Dataset: the Open Reaction Database (ORD), a public repository of structured organic reaction records. Task: describe an organic reaction: reactants, conditions, products, and yield Reactants: CC(C)(C)c1ccc(CBr)cc1, CN(C)C=O, N#CC(C#N)CCC(F)(F)F, [H-], [Na+]. Yields the product CC(C)(C)c1ccc(CC(C#N)(C#N)CCC(F)(F)F)cc1. RXN SMILES: [C:1]([CH3:2])([CH3:3])([CH3:4])[c:5]1[cH:6][cH:7][c:8]([CH2:9][Br:10])[cH:11][cH:12]1.[CH3:26][N:27]([CH3:28])[CH:29]=[O:30].[F:15][C:16]([CH2:17][CH2:18][CH:19]([C:20]#[N:21])[C:22]#[N:23])([F:24])[F:25].[H-:13].[Na+:14]>>[C:1]([CH3:2])([CH3:3])([CH3:4])[c:5]1[cH:6][cH:7][c:8]([CH2:9][C:19]([CH2:18][CH2:17][C:16]([F:15])([F:24])[F:25])([C:20]#[N:21])[C:22]#[N:23])[cH:11][cH:12]1. Starting materials: B, N#Cc1cc(Br)ccn1, [Cl-], Cl, [Na+], [Na+], C1CCOC1, C1CCOC1, [OH-]. Yields the product NCc1cc(Br)ccn1. RXN SMILES: [BH3:15].[Br:1][c:2]1[cH:3][c:4]([C:8]#[N:9])[n:5][cH:6][cH:7]1.[Cl-:20].[ClH:16].[Na+:18].[Na+:19].[O:10]1[CH2:11][CH2:12][CH2:13][CH2:14]1.[O:21]1[CH2:22][CH2:23][CH2:24][CH2:25]1.[OH-:17]>>[Br:1][c:2]1[cH:3][c:4]([CH2:8][NH2:9])[n:5][cH:6][cH:7]1. Reactants: S(=O)(=O)(C1=CC=C(C)C=C1)N1CC(C=2C1=NC=CC2)=O (1-Tosyl-1H-pyrrolo[2,3-b]pyridin-3(2H)-one), C(C)O (ethanol). Reagents/catalysts: S(O)(O)(=O)=O (sulfuric acid). Run in CCOC(=O)C (EtOAc). Product: 40S, C(C)OC1=CN(C2=NC=CC=C21)S(=O)(=O)C2=CC=C(C)C=C2 (3-ethoxy-1-tosyl-1H-pyrrolo[2,3-b]pyridine). Isolated yield 49.0%. Reaction SMILES: [S:1]([N:11]1[C:15]2=[N:16][CH:17]=[CH:18][CH:19]=[C:14]2[C:13](=[O:20])[CH2:12]1)([C:4]1[CH:10]=[CH:9][C:7]([CH3:8])=[CH:6][CH:5]=1)(=[O:3])=[O:2].[CH2:21](O)[CH3:22]>S(=O)(=O)(O)O.CCOC(C)=O>[CH2:21]([O:20][C:13]1[C:14]2[C:15](=[N:16][CH:17]=[CH:18][CH:19]=2)[N:11]([S:1]([C:4]2[CH:10]=[CH:9][C:7]([CH3:8])=[CH:6][CH:5]=2)(=[O:3])=[O:2])[CH:12]=1)[CH3:22]. Procedure details: 1-Tosyl-1H-pyrrolo[2,3-b]pyridin-3(2H)-one (234 mg, 0.815 mmol) was dissolved in ethanol (8 mL). A few drops of concentrated sulfuric acid were added, and the mixture was heated at reflux for 5 hours. The mixture was then allowed to cool to room temperature. The mixture was then diluted with EtOAc, washed with saturated sodium bicarbonate solution, dried over sodium sulfate and concentrated. Flash 40 Biotage (40S cartridge, DCM) afforded 3-ethoxy-1-tosyl-1H-pyrrolo[2,3-b]pyridine (126 mg, 49%). ... Starting materials: COC(=O)c1ccc2c(c1)N(S(=O)(=O)c1ccc(C(C)(C)C)cc1)Cc1ccc(C(F)(F)F)nc1N2, CCO, NN, O. Yields the product CC(C)(C)c1ccc(S(=O)(=O)N2Cc3ccc(C(F)(F)F)nc3Nc3ccc(C(=O)NN)cc32)cc1. As a reaction SMILES: [C:1]([CH3:2])([CH3:3])([CH3:4])[c:5]1[cH:6][cH:7][c:8]([S:11](=[O:12])(=[O:13])[N:14]2[CH2:15][c:16]3[c:17]([n:29][c:30]([C:33]([F:34])([F:35])[F:36])[cH:31][cH:32]3)[NH:18][c:19]3[c:20]2[cH:21][c:22]([C:25]([O:27][CH3:26])=[O:28])[cH:23][cH:24]3)[cH:9][cH:10]1.[CH3:40][CH2:41][OH:42].[NH2:38][NH2:39].[OH2:37]>>[C:1]([CH3:2])([CH3:3])([CH3:4])[c:5]1[cH:6][cH:7][c:8]([S:11](=[O:12])(=[O:13])[N:14]2[CH2:15][c:16]3[c:17]([n:29][c:30]([C:33]([F:34])([F:35])[F:36])[cH:31][cH:32]3)[NH:18][c:19]3[c:20]2[cH:21][c:22]([C:25](=[O:27])[NH:38][NH2:39])[cH:23][cH:24]3)[cH:9][cH:10]1.